describe an organic reaction: reactants, conditions, products, and yield From a dataset of the Open Reaction Database (ORD), a public repository of structured organic reaction records. The reactants are CC1(OC2=C(CCC1)C=CC=C2C(=O)O)C (2,2-dimethyl-2,3,4,5-tetrahydro-1-benzoxepin-9-carboxylic acid), ClN1C(CCC1=O)=O (N-chlorosuccinimide). Solvent: C(C)(=O)OCC (ethyl acetate), CN(C)C=O (DMF). Run at time 2 day. Product: CC1(OC2=C(CCC1)C=C(C=C2C(=O)O)Cl)C (2,2-dimethyl-7-chloro-2,3,4,5-tetrahydro-1-benzoxepin-9-carboxylic acid). As a reaction SMILES: [CH3:1][C:2]1([CH3:16])[CH2:8][CH2:7][CH2:6][C:5]2[CH:9]=[CH:10][CH:11]=[C:12]([C:13]([OH:15])=[O:14])[C:4]=2[O:3]1.[Cl:17]N1C(=O)CCC1=O>CN(C=O)C.C(OCC)(=O)C>[CH3:1][C:2]1([CH3:16])[CH2:8][CH2:7][CH2:6][C:5]2[CH:9]=[C:10]([Cl:17])[CH:11]=[C:12]([C:13]([OH:15])=[O:14])[C:4]=2[O:3]1. Reported procedure: To a solution of 3.6 g (16.4 mmol) of 2,2-dimethyl-2,3,4,5-tetrahydro-1-benzoxepin-9-carboxylic acid in 20 ml of DMF is added 2.6 g (19.7 mmol) of N-chlorosuccinimide in one portion at room temperature. The resulting solution is stirred for 31/2 days. The reaction mixture is then diluted with ethyl acetate washed with water, and the organic layer is dried (MgSO4), filtered and concentrated to obtain 2,2-dimethyl-7-chloro-2,3,4,5-tetrahydro-1-benzoxepin-9-carboxylic acid.